Dataset: the Open Reaction Database (ORD), a public repository of structured organic reaction records. Task: describe an organic reaction: reactants, conditions, products, and yield Starting materials: CO, CCOC(=O)Cc1nc(-c2ccc(Cl)cc2)oc1-c1ccsc1, [K+], [OH-], O. Yields the product O=C(O)Cc1nc(-c2ccc(Cl)cc2)oc1-c1ccsc1. As a reaction SMILES: [CH3:24][OH:25].[Cl:1][c:2]1[cH:3][cH:4][c:5](-[c:8]2[o:9][c:10](-[c:19]3[cH:20][s:21][cH:22][cH:23]3)[c:11]([CH2:13][C:14](=[O:15])[O:16][CH2:17][CH3:18])[n:12]2)[cH:6][cH:7]1.[K+:27].[OH-:26].[OH2:28]>>[Cl:1][c:2]1[cH:3][cH:4][c:5](-[c:8]2[o:9][c:10](-[c:19]3[cH:20][s:21][cH:22][cH:23]3)[c:11]([CH2:13][C:14](=[O:15])[OH:16])[n:12]2)[cH:6][cH:7]1.